Dataset: the Open Reaction Database (ORD), a public repository of structured organic reaction records. Task: describe an organic reaction: reactants, conditions, products, and yield The reactants are CC1=C(N=C(O1)C1=CC=CC=C1)COC1=CC=C(OCC2=C(N=C(O2)C2=CC=CC=C2)C=O)C=C1 (5-({4-[(5-methyl-2-phenyl-1,3-oxazol-4-yl)methoxy]phenoxy}methyl)-2-phenyl-1,3-oxazole-4-carbaldehyde), C(C)OP(=O)(OCC)CC(=O)OCC (ethyl diethylphosphonoacetate), CN(C=O)C (N,N-dimethylformamide), [H-].[Na+] (sodium hydride). Solvent: O (water). Conditions: time 3 hour. Yields the product CC1=C(N=C(O1)C1=CC=CC=C1)COC1=CC=C(OCC2=C(N=C(O2)C2=CC=CC=C2)/C=C/C(=O)OCC)C=C1 (ethyl (2E)-3-[5-({4-[(5-methyl-2-phenyl-1,3-oxazol-4-yl)methoxy]phenoxy}methyl)-2-phenyl-1,3-oxazol-4-yl]-2-propenoate). Isolated yield 47.8%. RXN SMILES: [CH3:1][C:2]1[O:6][C:5]([C:7]2[CH:12]=[CH:11][CH:10]=[CH:9][CH:8]=2)=[N:4][C:3]=1[CH2:13][O:14][C:15]1[CH:35]=[CH:34][C:18]([O:19][CH2:20][C:21]2[O:25][C:24]([C:26]3[CH:31]=[CH:30][CH:29]=[CH:28][CH:27]=3)=[N:23][C:22]=2[CH:32]=O)=[CH:17][CH:16]=1.C(OP([CH2:44][C:45]([O:47][CH2:48][CH3:49])=[O:46])(OCC)=O)C.CN(C)C=O.[H-].[Na+]>O>[CH3:1][C:2]1[O:6][C:5]([C:7]2[CH:8]=[CH:9][CH:10]=[CH:11][CH:12]=2)=[N:4][C:3]=1[CH2:13][O:14][C:15]1[CH:35]=[CH:34][C:18]([O:19][CH2:20][C:21]2[O:25][C:24]([C:26]3[CH:27]=[CH:28][CH:29]=[CH:30][CH:31]=3)=[N:23][C:22]=2/[CH:32]=[CH:44]/[C:45]([O:47][CH2:48][CH3:49])=[O:46])=[CH:17][CH:16]=1 |f:3.4|. Procedure: To a mixture of 5-({4-[(5-methyl-2-phenyl-1,3-oxazol-4-yl)methoxy]phenoxy}methyl)-2-phenyl-1,3-oxazole-4-carbaldehyde (1.0 g), ethyl diethylphosphonoacetate (0.52 g) and N,N-dimethylformamide (20 mL) was added sodium hydride (60% in oil, 0.10 g) at room temperature, and the mixture was stirred at the same temperature for 3 hrs. The reaction mixture was poured into water and the mixture was extracted with ethyl acetate. The organic layer was washed with saturated brine, dried over anhydrous magne...